This data is from the Open Reaction Database (ORD), a public repository of structured organic reaction records. The task is: describe an organic reaction: reactants, conditions, products, and yield Reactants: [H-].[H-].[H-].[H-].[Li+].[Al+3] (LiAlH4), CC=1C=C(CC(C(=O)OCC)C)C=CC1 (ethyl 2-(3-methylbenzyl)-propionate), Cl (hydrochloric acid). Run in O1CCCC1 (tetrahydrofuran), O1CCCC1 (tetrahydrofuran). Yields the product CC(CO)CC1=CC(=CC=C1)C (2-methyl-3-(3-methylphenyl)propan-1-ol). Yield: 85.6%. As a reaction SMILES: [H-].[H-].[H-].[H-].[Li+].[Al+3].[CH3:7][C:8]1[CH:9]=[C:10]([CH:19]=[CH:20][CH:21]=1)[CH2:11][CH:12]([CH3:18])[C:13](OCC)=[O:14].Cl>O1CCCC1>[CH3:18][CH:12]([CH2:11][C:10]1[CH:19]=[CH:20][CH:21]=[C:8]([CH3:7])[CH:9]=1)[CH2:13][OH:14] |f:0.1.2.3.4.5|. Procedure: 500 ml of toluene, 207 g of ground potassium carbonate, 8 g of potassium iodide, 7 g of 18-crown-6 and 209 g of diethyl methylmalonate were initially introduced into a 2 l four-necked flask. The mixture was heated to 85° C. with stirring. 141 g of 3-methylbenzyl chloride were added dropwise in the course of half an hour and the mixture was then stirred at 90° C. for 8 hours. After cooling, the salts were removed by repeatedly shaking with water and the organic layer was distilled. 184 g of dieth... Reactants: C(#N)C1=CC=C(C=C1)C#N (1,4-Dicyanobenzene), CS(=O)(=O)O (Methanesulphonic acid), [H][H] (Hydrogen), [H][H] (hydrogen). Reagents/catalysts: [Pd] (palladium on activated carbon). Run in C(C)(C)O (iso-propanol). The product is CS(=O)(=O)[O-].C(#N)C1=CC=C(C[NH3+])C=C1 (4-cyanobenzylammonium methanesulphonate). Yield: 77.8%. Reaction SMILES: [C:1]([C:3]1[CH:8]=[CH:7][C:6]([C:9]#[N:10])=[CH:5][CH:4]=1)#[N:2].[H][H].[CH3:13][S:14]([OH:17])(=[O:16])=[O:15]>[Pd].C(O)(C)C>[CH3:13][S:14]([O-:17])(=[O:16])=[O:15].[C:1]([C:3]1[CH:8]=[CH:7][C:6]([CH2:9][NH3+:10])=[CH:5][CH:4]=1)#[N:2] |f:5.6|. Procedure details: 1,4-Dicyanobenzene (2.0 g; 15.6 mmol) and palladium on activated carbon (1.0 mol % Pd/1,4-dicyanobenzene) were suspended in iso-propanol (30 mL) at 50° C. Hydrogen was continuously added at a pressure of 6 atm. When the desired conversion was obtained (2.5 h), the hydrogen was replaced by nitrogen and the solid material (Pd/C and unreacted 1,4-dicyanobenzene) was filtered off. Methanesulphonic acid (1.5 g; 15.6 mmol) was added to the clear solution. The crystals which formed were centrifuged, wa...